Dataset: the Open Reaction Database (ORD), a public repository of structured organic reaction records. Task: describe an organic reaction: reactants, conditions, products, and yield Yields the product Cc1c(OC(=O)C(C)(C)C)cn2ncnc(Oc3ccc([N+](=O)[O-])cc3F)c12. The reactants are Cc1c(OC(=O)C(C)(C)C)cn2ncnc(Cl)c12, O=[N+]([O-])c1ccc(O)c(F)c1, [K+], [K+], O=C([O-])[O-], CN(C)C=O. As a reaction SMILES: [C:1]([C:2]([CH3:3])([CH3:4])[CH3:5])(=[O:6])[O:7][c:8]1[c:9]([CH3:18])[c:10]2[c:11]([Cl:17])[n:12][cH:13][n:14][n:15]2[cH:16]1.[F:19][c:20]1[c:21]([OH:29])[cH:22][cH:23][c:24]([N+:26](=[O:27])[O-:28])[cH:25]1.[K+:30].[K+:31].[O-:32][C:33]([O-:34])=[O:35].[O:36]=[CH:37][N:38]([CH3:39])[CH3:40]>>[C:1]([C:2]([CH3:3])([CH3:4])[CH3:5])(=[O:6])[O:7][c:8]1[c:9]([CH3:18])[c:10]2[c:11]([O:29][c:21]3[c:20]([F:19])[cH:25][c:24]([N+:26](=[O:27])[O-:28])[cH:23][cH:22]3)[n:12][cH:13][n:14][n:15]2[cH:16]1. Reactants: CC(=O)OC(C)=O, CC(=O)O, Nc1ccc(O)cc1C(F)(F)F, O. Yields the product CC(=O)Nc1ccc(O)cc1C(F)(F)F. RXN SMILES: [CH3:13][C:14](=[O:15])[O:16][C:17](=[O:18])[CH3:19].[CH3:21][C:22](=[O:23])[OH:24].[NH2:1][c:2]1[c:3]([C:9]([F:10])([F:11])[F:12])[cH:4][c:5]([OH:8])[cH:6][cH:7]1.[OH2:20]>>[NH:1]([c:2]1[c:3]([C:9]([F:10])([F:11])[F:12])[cH:4][c:5]([OH:8])[cH:6][cH:7]1)[C:14]([CH3:13])=[O:15]. Reactants: CCO, CC(=O)O, O=C(c1ccc(F)cc1)C1CCN(CCn2c(=S)[nH]c3cc([N+](=O)[O-])ccc3c2=O)CC1, [K+], [OH-], O, OO. Yields the product O=C(c1ccc(F)cc1)C1CCN(CCn2c(=O)[nH]c3cc([N+](=O)[O-])ccc3c2=O)CC1. RXN SMILES: [CH3:38][CH2:39][OH:40].[CH3:41][C:42](=[O:43])[OH:44].[F:1][c:2]1[cH:3][cH:4][c:5]([C:6](=[O:7])[CH:8]2[CH2:9][CH2:10][N:11]([CH2:14][CH2:15][n:16]3[c:17](=[S:30])[nH:18][c:19]4[cH:20][c:21]([N+:27](=[O:28])[O-:29])[cH:22][cH:23][c:24]4[c:25]3=[O:26])[CH2:12][CH2:13]2)[cH:31][cH:32]1.[K+:34].[OH-:33].[OH2:35].[OH:36][OH:37]>>[F:1][c:2]1[cH:3][cH:4][c:5]([C:6](=[O:7])[CH:8]2[CH2:9][CH2:10][N:11]([CH2:14][CH2:15][n:16]3[c:17](=[O:33])[nH:18][c:19]4[cH:20][c:21]([N+:27](=[O:28])[O-:29])[cH:22][cH:23][c:24]4[c:25]3=[O:26])[CH2:12][CH2:13]2)[cH:31][cH:32]1. The reactants are CN1CCCC1=O, N#C[Cu], CCc1c(C)nc2sc(C(=O)OC)c(I)c2c1C. Yields the product CCc1c(C)nc2sc(C(=O)OC)c(C#N)c2c1C. As a reaction SMILES: [CH3:22][N:23]1[CH2:24][CH2:25][CH2:26][C:27]1=[O:28].[Cu:19][C:20]#[N:21].[I:1][c:2]1[c:3]([C:15](=[O:16])[O:17][CH3:18])[s:4][c:5]2[n:6][c:7]([CH3:14])[c:8]([CH2:12][CH3:13])[c:9]([CH3:11])[c:10]12>>[c:2]1([C:20]#[N:21])[c:3]([C:15](=[O:16])[O:17][CH3:18])[s:4][c:5]2[n:6][c:7]([CH3:14])[c:8]([CH2:12][CH3:13])[c:9]([CH3:11])[c:10]12. The reactants are [OH-].[Li+] (lithium hydroxide), CC(C)OC(=O)C1=C(C2=C(N(C3=CC=CC(=C23)OC2=CC=C(C=C2)[N+](=O)[O-])CC(=O)N(CCC2=CC=CC=C2)C)C=N1)COC (4-methoxymethyl-5-(4-nitrophenoxy)-9-{2-[N-methyl-N-(2-phenylethyl)-amino]-2-oxoethyl}-9H-pyrido[3,4-b]indole-3-carboxylic acid (1-methyl-ethyl)-ester), S(O)(O)(=O)=O (sulfuric acid). Solvent: CO (methanol), O1CCCC1 (tetrahydrofuran), C(C)(=O)OCC (ethyl acetate). Run at temperature 50 celsius, time 24 hour. The product is COCC1=C(N=CC=2N(C3=CC=CC(=C3C21)OC2=CC=C(C=C2)[N+](=O)[O-])CC(=O)N(CCC2=CC=CC=C2)C)C(=O)O (4-methoxymethyl-5-(4-nitrophenoxy)-9-{2-[N-methyl-N-(2-phenylethyl)-amino]-2-oxoethyl}-9H-pyrido[3,4-b]indole-3-carboxylic acid). The yield is 63.4%. RXN SMILES: [OH-].[Li+].CC([O:6][C:7]([C:9]1[N:44]=[CH:43][C:12]2[N:13]([CH2:30][C:31]([N:33]([CH3:42])[CH2:34][CH2:35][C:36]3[CH:41]=[CH:40][CH:39]=[CH:38][CH:37]=3)=[O:32])[C:14]3[C:19]([C:11]=2[C:10]=1[CH2:45][O:46][CH3:47])=[C:18]([O:20][C:21]1[CH:26]=[CH:25][C:24]([N+:27]([O-:29])=[O:28])=[CH:23][CH:22]=1)[CH:17]=[CH:16][CH:15]=3)=[O:8])C.S(=O)(=O)(O)O>CO.O1CCCC1.C(OCC)(=O)C>[CH3:47][O:46][CH2:45][C:10]1[C:11]2[C:19]3[C:14](=[CH:15][CH:16]=[CH:17][C:18]=3[O:20][C:21]3[CH:22]=[CH:23][C:24]([N+:27]([O-:29])=[O:28])=[CH:25][CH:26]=3)[N:13]([CH2:30][C:31]([N:33]([CH3:42])[CH2:34][CH2:35][C:36]3[CH:41]=[CH:40][CH:39]=[CH:38][CH:37]=3)=[O:32])[C:12]=2[CH:43]=[N:44][C:9]=1[C:7]([OH:8])=[O:6] |f:0.1|. Reported procedure: 10 ml of an aqueous 0.5N lithium hydroxide solution is added to a solution of 610 mg of 4-methoxymethyl-5-(4-nitrophenoxy)-9-{2-[N-methyl-N-(2-phenylethyl)-amino]-2-oxoethyl}-9H-pyrido[3,4-b]indole-3-carboxylic acid (1-methyl-ethyl)-ester in 10 ml of methanol and 10 ml of tetrahydrofuran, and it is stirred for 24 hours at 50° C. Then, it is cooled to 20° C., acidified with 10% aqueous sulfuric acid and diluted with ethyl acetate. The solution that is obtained is washed twice with saturated sodiu... Starting materials: C1CCOC1, CCCCCC(O)c1cccc(-c2ccc(C(F)(F)F)cc2)n1, CCOC(=O)COc1ccc(O)cc1C. Product: CCCCCC(Oc1ccc(OCC(=O)OCC)c(C)c1)c1cccc(-c2ccc(C(F)(F)F)cc2)n1. RXN SMILES: [CH2:39]1[O:40][CH2:41][CH2:42][CH2:43]1.[F:1][C:2]([c:3]1[cH:4][cH:5][c:6](-[c:9]2[cH:10][cH:11][cH:12][c:13]([CH:15]([CH2:16][CH2:17][CH2:18][CH2:19][CH3:20])[OH:21])[n:14]2)[cH:7][cH:8]1)([F:22])[F:23].[OH:24][c:25]1[cH:26][c:27]([CH3:38])[c:28]([O:29][CH2:30][C:31](=[O:32])[O:33][CH2:34][CH3:35])[cH:36][cH:37]1>>[F:1][C:2]([c:3]1[cH:4][cH:5][c:6](-[c:9]2[cH:10][cH:11][cH:12][c:13]([CH:15]([CH2:16][CH2:17][CH2:18][CH2:19][CH3:20])[O:21][c:25]3[cH:26][c:27]([CH3:38])[c:28]([O:29][CH2:30][C:31](=[O:32])[O:33][CH2:34][CH3:35])[cH:36][cH:37]3)[n:14]2)[cH:7][cH:8]1)([F:22])[F:23].